From a dataset of the Open Reaction Database (ORD), a public repository of structured organic reaction records. describe an organic reaction: reactants, conditions, products, and yield The reactants are NCCOC1=C(C=C(C=C1)N)NC(C)=O (2-acetylamino-4-aminophenyl β-aminoethyl ether), Cl (hydrochloric acid). Product: Cl.Cl.Cl.NCCOC1=C(C=C(C=C1)N)N (2,4-diaminophenyl β-aminoethyl ether trihydrochloride). As a reaction SMILES: [NH2:1][CH2:2][CH2:3][O:4][C:5]1[CH:10]=[CH:9][C:8]([NH2:11])=[CH:7][C:6]=1[NH:12]C(=O)C.[ClH:16]>>[ClH:16].[ClH:16].[ClH:16].[NH2:1][CH2:2][CH2:3][O:4][C:5]1[CH:10]=[CH:9][C:8]([NH2:11])=[CH:7][C:6]=1[NH2:12] |f:2.3.4.5|. Procedure: 2 g. (0.0087 mol) of 2-acetylamino-4-aminophenyl β-aminoethyl ether are heated in 5 cm3 of hydrochloric acid for 20 minutes on a boiling waterbath. On cooling, the trihydrochloride crystallizes. The product is filtered off, washed with ether and dried in vacuo over KOH. It melts at 280° C. with decomposition. The reactants are O (water), [H-].[Na+] (sodium hydride), CC=1C=C(C=CC1CCCCN1N=NC=C1)O (3-methyl-4-(4-[1,2,3]triazol-1-yl-butyl)-phenol), ClCC=1C(=NC(=CC1)C1=CC=C(C=C1)C(F)(F)F)C (3-chloromethyl-2-methyl-6-(4-trifluoromethyl-phenyl)-pyridine). Solvent: CN(C=O)C (N,N-dimethylformamide). Reaction conditions: temperature 0 celsius, time 30 minute. The product is CC1=NC(=CC=C1COC1=CC(=C(C=C1)CCCCN1N=NC=C1)C)C1=CC=C(C=C1)C(F)(F)F (2-Methyl-3-[3-Methyl-4-(4-[1,2,3]triazol-1-yl-butyl)-phenoxymethyl]-6-(4-trifluoromethyl-phenyl)-pyridine). The yield is 63.0%. RXN SMILES: [H-].[Na+].[CH3:3][C:4]1[CH:5]=[C:6]([OH:19])[CH:7]=[CH:8][C:9]=1[CH2:10][CH2:11][CH2:12][CH2:13][N:14]1[CH:18]=[CH:17][N:16]=[N:15]1.Cl[CH2:21][C:22]1[C:23]([CH3:38])=[N:24][C:25]([C:28]2[CH:33]=[CH:32][C:31]([C:34]([F:37])([F:36])[F:35])=[CH:30][CH:29]=2)=[CH:26][CH:27]=1.O>CN(C)C=O>[CH3:38][C:23]1[C:22]([CH2:21][O:19][C:6]2[CH:7]=[CH:8][C:9]([CH2:10][CH2:11][CH2:12][CH2:13][N:14]3[CH:18]=[CH:17][N:16]=[N:15]3)=[C:4]([CH3:3])[CH:5]=2)=[CH:27][CH:26]=[C:25]([C:28]2[CH:33]=[CH:32][C:31]([C:34]([F:36])([F:37])[F:35])=[CH:30][CH:29]=2)[N:24]=1 |f:0.1|. Procedure details: 36 mg (0.90 mmol) of 95% sodium hydride were added to at 0° C. to a solution of 173 mg (0.75 mmol) 3-methyl-4-(4-[1,2,3]triazol-1-yl-butyl)-phenol in 4.0 ml N,N-dimethylformamide and stirred for 30 min. at 0° C. 214 mg (0.75 mmol) 3-chloromethyl-2-methyl-6-(4-trifluoromethyl-phenyl)-pyridine (WO 2005/049573) were given to the reaction mixture and stirring continued at room temperature (r.t.) overnight. After addition of 8 ml water the mixture was stirred for 1 h, the formed precipitate isolated ... Starting materials: C(C)OC(COC1=C2CCC3=C(N=C(S3)S)C2=CC=C1)=O (ethyl[(2-mercapto-4,5-dihydronaphtho[1,2-d]thiazol-6-yl)oxy)acetate), C1(=CC=CC=C1)C1=CC=C(CBr)C=C1 (4-phenylbenzyl bromide). Yields the product C1(=CC=CC=C1)C1=CC=C(CSC=2SC3=C(N2)C2=CC=CC(=C2CC3)OCC(=O)O)C=C1 ([[2-(4-Phenylbenzylthio)-4,5-dihydronaphtho[1,2-d]thiazol-6-yl]oxy]acetic Acid). Isolated yield 68.0%. Reaction SMILES: C([O:3][C:4](=[O:21])[CH2:5][O:6][C:7]1[CH:20]=[CH:19][CH:18]=[C:17]2[C:8]=1[CH2:9][CH2:10][C:11]1[S:15][C:14]([SH:16])=[N:13][C:12]=12)C.[C:22]1([C:28]2[CH:35]=[CH:34][C:31]([CH2:32]Br)=[CH:30][CH:29]=2)[CH:27]=[CH:26][CH:25]=[CH:24][CH:23]=1>>[C:22]1([C:28]2[CH:29]=[CH:30][C:31]([CH2:32][S:16][C:14]3[S:15][C:11]4[CH2:10][CH2:9][C:8]5[C:17](=[CH:18][CH:19]=[CH:20][C:7]=5[O:6][CH2:5][C:4]([OH:3])=[O:21])[C:12]=4[N:13]=3)=[CH:34][CH:35]=2)[CH:23]=[CH:24][CH:25]=[CH:26][CH:27]=1. Procedure: Using ethyl[(2-mercapto-4,5-dihydronaphtho[1,2-d]thiazol-6-yl)oxy)acetate and 4-phenylbenzyl bromide, the procedure of Example 1 was otherwise repeated to synthesize the title compound. Yield 68%. Procedure details: To 9.6 g of tert-butyl acetoacetate was dissolved in 80 ml of tetrahydrofuran, and 2.33 g of 60% oil sodium hydride was added under cooling with ice under stirring. The resulting solution was stirred at the same temperature for 10 minutes. After addition of 13.6 g of 2-(chloromethyl)-5-(phenylcarbamoyl)furan obtained in Reference Example 2 in 80 ml of tetrahydrofuran, the solution was stirred at room temperature for 10 minutes and then at 60° C. for 13 hours under heating. Water and ethyl acetat... The product is O=C(C(C(=O)OC(C)(C)C)CC=1OC(=CC1)C(NC1=CC=CC=C1)=O)C (tert-butyl 3-oxo-2-{5-(phenylcarbamoyl)-2-furylmethyl}butanoate). Yield: 67.9%. The reactants are ClCC=1OC(=CC1)C(NC1=CC=CC=C1)=O (2-(chloromethyl)-5-(phenylcarbamoyl)furan), C(CC(=O)C)(=O)OC(C)(C)C (tert-butyl acetoacetate), O (Water), oil, [H-].[Na+] (sodium hydride). RXN SMILES: [C:1]([O:7][C:8]([CH3:11])([CH3:10])[CH3:9])(=[O:6])[CH2:2][C:3]([CH3:5])=[O:4].[H-].[Na+].Cl[CH2:15][C:16]1[O:17][C:18]([C:21](=[O:29])[NH:22][C:23]2[CH:28]=[CH:27][CH:26]=[CH:25][CH:24]=2)=[CH:19][CH:20]=1.O>O1CCCC1.C(OCC)(=O)C>[O:4]=[C:3]([CH3:5])[CH:2]([CH2:15][C:16]1[O:17][C:18]([C:21](=[O:29])[NH:22][C:23]2[CH:24]=[CH:25][CH:26]=[CH:27][CH:28]=2)=[CH:19][CH:20]=1)[C:1]([O:7][C:8]([CH3:11])([CH3:10])[CH3:9])=[O:6] |f:1.2|. The solvent is O1CCCC1 (tetrahydrofuran), C(C)(=O)OCC (ethyl acetate), O1CCCC1 (tetrahydrofuran). Reaction conditions: temperature 60 celsius. Reactants: Cl.N1CC(C1)O (3-azetidinol hydrochloride), resultant residue, ClC1=CC(=NC=N1)N (6-chloro-pyrimidin-4-ylamine). The solvent is CO (MeOH), O (water), IMS. The product is NC1=CC(=NC=N1)N1CC(C1)O (1-(6-Amino-pyrimidin-4-yl)-azetidin-3-ol). Isolated yield 84.6%. As a reaction SMILES: Cl.[NH:2]1[CH2:5][CH:4]([OH:6])[CH2:3]1.Cl[C:8]1[N:13]=[CH:12][N:11]=[C:10]([NH2:14])[CH:9]=1>CO.O>[NH2:14][C:10]1[N:11]=[CH:12][N:13]=[C:8]([N:2]2[CH2:5][CH:4]([OH:6])[CH2:3]2)[CH:9]=1 |f:0.1|. Procedure details: A solution of 3-azetidinol hydrochloride (454 mg, 4.1 mmol) in MeOH and water was loaded onto an Isolute® SCX-2 cartridge that was washed with MeOH and the product eluted with 2M ammonia in MeOH. The relevant fractions were concentrated to dryness under reduced pressure. The resultant residue was then added to a solution of 6-chloro-pyrimidin-4-ylamine (151 mg, 1.16 mmol) in IMS (10 mL) under argon and heated under reflux for 18 hours. The reaction mixture was cooled and then loaded onto an Isol... The reactants are [OH-].[Na+] (sodium hydroxide), C(C)OC(CC=1N=C(SC1)C1=C(C=C(C=C1)C(CC)(C1=CC(=C(C=C1)CCC(C(C)(C)C)O)C)CC)C)=O ([2-(4-{1-ethyl-1-[4-(3-hydroxy-4,4-dimethyl-pentyl)-3-methyl-phenyl]-propyl}-2-methyl-phenyl)-thiazol-4-yl]-acetic acid ethyl ester), Cl (hydrochloric acid). The solvent is CO (methanol). Run at time 4.5 hour. Product: C(C)C(CC)(C1=CC(=C(C=C1)CCC(C(C)(C)C)O)C)C1=CC(=C(C=C1)C=1SC=C(N1)CC(=O)O)C ([2-(4-{1-ethyl-1-[4-(3-hydroxy-4,4-dimethyl-pentyl)-3-methyl-phenyl]-propyl}-2-methyl-phenyl)-thiazol-4-yl]-acetic Acid). The yield is 99.3%. As a reaction SMILES: [OH-].[Na+].C([O:5][C:6](=[O:40])[CH2:7][C:8]1[N:9]=[C:10]([C:13]2[CH:18]=[CH:17][C:16]([C:19]([CH2:37][CH3:38])([C:22]3[CH:27]=[CH:26][C:25]([CH2:28][CH2:29][CH:30]([OH:35])[C:31]([CH3:34])([CH3:33])[CH3:32])=[C:24]([CH3:36])[CH:23]=3)[CH2:20][CH3:21])=[CH:15][C:14]=2[CH3:39])[S:11][CH:12]=1)C.Cl>CO>[CH2:20]([C:19]([C:16]1[CH:17]=[CH:18][C:13]([C:10]2[S:11][CH:12]=[C:8]([CH2:7][C:6]([OH:40])=[O:5])[N:9]=2)=[C:14]([CH3:39])[CH:15]=1)([C:22]1[CH:27]=[CH:26][C:25]([CH2:28][CH2:29][CH:30]([OH:35])[C:31]([CH3:33])([CH3:34])[CH3:32])=[C:24]([CH3:36])[CH:23]=1)[CH2:37][CH3:38])[CH3:21] |f:0.1|. Reported procedure: A 2 N sodium hydroxide aqueous solution (0.12 mL) was added to a solution of [2-(4-{1-ethyl-1-[4-(3-hydroxy-4,4-dimethyl-pentyl)-3-methyl-phenyl]-propyl}-2-methyl-phenyl)-thiazol-4-yl]-acetic acid ethyl ester (Example 69-(2); 34.0 mg, 0.0635 mmol) in methanol (0.85 mL) at room temperature, and the mixture was stirred at room temperature for 4.5 hours. The mixture was acidified with dilute hydrochloric acid aqueous solution, followed by extraction with ethyl acetate. The extract was dried over an... Reactants: O=C[C@H](O)[C@@H](O)[C@@H](O)[C@H](O)CO (galactose), O=C[C@H](O)[C@@H](O)[C@@H](O)[C@H](O)C(=O)O (galacturonic acid), O=C[C@H](O)[C@@H](O)[C@H](O)[C@H](O)CO (glucose), O=C[C@H](O)[C@H](O)[C@@H](O)[C@@H](O)C (rhamnose), O=C[C@H](O)[C@@H](O)[C@@H](O)[C@H](O)CO (galactose). Yields the product O=C[C@@H](O)[C@H](O)[C@H](O)CO (arabinose). Reaction SMILES: [O:1]=[CH:2][C@@H:3]([C@H:5]([C@H:7]([C@@H:9](CO)[OH:10])[OH:8])[OH:6])[OH:4].O=C[C@@H]([C@@H]([C@H]([C@H](C)O)O)O)O.O=C[C@@H]([C@H]([C@H]([C@@H](C(O)=O)O)O)O)O.O=C[C@@H]([C@H]([C@@H]([C@@H](CO)O)O)O)O>>[O:1]=[CH:2][C@H:3]([C@@H:5]([C@@H:7]([CH2:9][OH:10])[OH:8])[OH:6])[OH:4]. Procedure details: The teachings also provide a method of preparing the extracts. The methods comprise isolating a crude extract from Astragalus membranaceus and mildly treating the crude extract with an acid. The mildly treating includes applying the acid to the crude extract at a concentration ranging from about 0.05M to about 0.5M, at a temperature ranging from about 15° C. to 25° C., and for a time ranging from about 1 hour to about 24 hours. The temperature and time for applying the acid are selected to obtai... Starting materials: CCC(CC)S(=O)(=O)N (3-pentanesulfonamide), Cl (HCl), [OH-].[Na+] (sodium hydroxide), ClC1=CC=C(C=C1)N=C=O (4-chlorophenyl isocyanate). Run in CC(=O)C (acetone), O (water), CC(=O)C (acetone), CC(=O)C (acetone). Reaction conditions: time 2 hour. Yields the product ClC1=CC=C(C=C1)NC(=O)NS(=O)(=O)C(CC)CC (N-(4-chlorophenyl)-N'-3-pentanesulfonylurea). As a reaction SMILES: [CH3:1][CH2:2][CH:3]([S:6]([NH2:9])(=[O:8])=[O:7])[CH2:4][CH3:5].[OH-].[Na+].[Cl:12][C:13]1[CH:18]=[CH:17][C:16]([N:19]=[C:20]=[O:21])=[CH:15][CH:14]=1.Cl>CC(C)=O.O>[Cl:12][C:13]1[CH:18]=[CH:17][C:16]([NH:19][C:20]([NH:9][S:6]([CH:3]([CH2:4][CH3:5])[CH2:2][CH3:1])(=[O:8])=[O:7])=[O:21])=[CH:15][CH:14]=1 |f:1.2|. Procedure details: The general method of procedure A was followed with 3-pentanesulfonamide (10 g), acetone (300 ml), 1N sodium hydroxide (56 ml), and 4-chlorophenyl isocyanate (9.6 g) dissolved in 70 ml of acetone. After two hours of stirring, 1N HCl (66 ml) was added followed by more water. The acetone was stripped off, and the resulting solid collected, to give, after drying at 65° C. under vacuum, 13.1 g of product. The reactants are ClC1=C(C=C(C=C1CC1=CC=C(C=C1)OCC)[C@@H]1O[C@@H]([C@H]([C@@H]([C@H]1OCC1=CC=CC=C1)OCC1=CC=CC=C1)OCC1=CC=CC=C1)COCC1=CC=CC=C1)O (2-Chloro-3-(4-ethoxybenzyl)-5-((2S,3S,4R,5R,6R)-3,4,5-tris(benzyloxy)-6-(benzyloxymethyl)tetrahydro-2H-pyran-2-yl)phenol), TEA, BrBr (Br2), [Cl-].[NH4+] (ammonium chloride). Solvent: CC(=O)O (AcOH). Conditions: temperature 0 celsius, time 15 hour. Product: BrC1=C(C(=C(C=C1[C@@H]1O[C@@H]([C@H]([C@@H]([C@H]1OCC1=CC=CC=C1)OCC1=CC=CC=C1)OCC1=CC=CC=C1)COCC1=CC=CC=C1)CC1=CC=C(C=C1)OCC)Cl)O (2-Bromo-6-chloro-5-(4-ethoxybenzyl)-3-((2S,3S,4R,5R,6R)-3,4,5-tris(benzyloxy)-6-(benzyloxymethyl)tetrahydro-2H-pyran-2-yl)phenol). RXN SMILES: [Cl:1][C:2]1[C:7]([CH2:8][C:9]2[CH:14]=[CH:13][C:12]([O:15][CH2:16][CH3:17])=[CH:11][CH:10]=2)=[CH:6][C:5]([C@H:18]2[C@H:23]([O:24][CH2:25][C:26]3[CH:31]=[CH:30][CH:29]=[CH:28][CH:27]=3)[C@@H:22]([O:32][CH2:33][C:34]3[CH:39]=[CH:38][CH:37]=[CH:36][CH:35]=3)[C@H:21]([O:40][CH2:41][C:42]3[CH:47]=[CH:46][CH:45]=[CH:44][CH:43]=3)[C@@H:20]([CH2:48][O:49][CH2:50][C:51]3[CH:56]=[CH:55][CH:54]=[CH:53][CH:52]=3)[O:19]2)=[CH:4][C:3]=1[OH:57].[Br:58]Br.[Cl-].[NH4+]>CC(O)=O>[Br:58][C:4]1[C:5]([C@H:18]2[C@H:23]([O:24][CH2:25][C:26]3[CH:31]=[CH:30][CH:29]=[CH:28][CH:27]=3)[C@@H:22]([O:32][CH2:33][C:34]3[CH:39]=[CH:38][CH:37]=[CH:36][CH:35]=3)[C@H:21]([O:40][CH2:41][C:42]3[CH:43]=[CH:44][CH:45]=[CH:46][CH:47]=3)[C@@H:20]([CH2:48][O:49][CH2:50][C:51]3[CH:52]=[CH:53][CH:54]=[CH:55][CH:56]=3)[O:19]2)=[CH:6][C:7]([CH2:8][C:9]2[CH:14]=[CH:13][C:12]([O:15][CH2:16][CH3:17])=[CH:11][CH:10]=2)=[C:2]([Cl:1])[C:3]=1[OH:57] |f:2.3|. Procedure details: To a solution of compound 77 (2.36 g, 3.0 mmol) in AcOH (30 mL) were added TEA (0.6 mL, 4.51 mmol) and Br2 (0.18 mL, 3.61 mmol) dropwise at 0° C. The mixture was stirred at 0° C. for 15 min and at room temperature for 15 hours. To a mixture was added saturated ammonium chloride and extracted with EtOAc (100 mL). The organic layer was washed with brine, dried over MgSO4, filtered, and concentrated in vacuo. The residue was carried on to the next step without purification. Starting materials: CC1=C(N=C(O1)C1=CC=CC=C1)C(=O)Cl (5-methyl-2-phenyl-4-oxazolecarboxylic acid chloride), [OH-].[NH4+] (ammonium hydroxide). Conditions: time 8 hour. The product is C(N)(=O)C=1N=C(OC1C)C1=CC=CC=C1 (4-Carbamoyl-5-methyl-2-phenyloxazole). As a reaction SMILES: [CH3:1][C:2]1[O:6][C:5]([C:7]2[CH:12]=[CH:11][CH:10]=[CH:9][CH:8]=2)=[N:4][C:3]=1[C:13](Cl)=[O:14].[OH-].[NH4+:17]>>[C:13]([C:3]1[N:4]=[C:5]([C:7]2[CH:12]=[CH:11][CH:10]=[CH:9][CH:8]=2)[O:6][C:2]=1[CH3:1])(=[O:14])[NH2:17] |f:1.2|. Reported procedure: 9.4 Grams (0.0425 mole) of 5-methyl-2-phenyl-4-oxazolecarboxylic acid chloride is added in small portions to 200 ml. (3.33 mole) of concentrated ammonium hydroxide. The mixture is vigorously stirred and the temperature is maintained at about 0° during the addition step. After the addition, the temperature is allowed to rise to room temperature and the mixture is left standing overnight. The solid which forms is collected by filtration, washed with water, dried and recrystallized from methanol. 6...